Dataset: the Open Reaction Database (ORD), a public repository of structured organic reaction records. Task: describe an organic reaction: reactants, conditions, products, and yield The reactants are Cl (hydrogen chloride), C(C1=CC=CC=C1)C12CCCCC(CC3=C1C=C(C=C3)OC)C2N (5-benzyl-6,7,8,9,10,11-hexahydro-3-methoxy-5,10-methano-5H-benzocyclononen-12-amine), C(C)OC(=O)C12C(C(C3=CC=CC=C13)CCC2)=NO (1-ethoxycarbonyl-1,3-propano-2-indanone oxime), [H-].[Al+3].[Li+].[H-].[H-].[H-] (lithium aluminum hydride), N (ammonia). The solvent is CCOCC (ether), C(C)O (ethanol), O1CCCC1 (tetrahydrofuran). Run at time 3 day. The product is NC1C2(CCCC1C1=C2C=CC=C1)CO (10-Amino-6,7,8,9-Tetrahydro-5,9-Methano-5H-Benzocycloheptene-5-Methanol). RXN SMILES: C([O:3][C:4]([C:6]12[CH2:17][CH2:16][CH2:15][CH:8]([C:9]3[C:14]1=[CH:13][CH:12]=[CH:11][CH:10]=3)[C:7]2=[N:18]O)=O)C.[H-].[Al+3].[Li+].[H-].[H-].[H-].N.Cl.C(C12C(N)C(CC3C=CC(OC)=CC=31)CCCC2)C1C=CC=CC=1>CCOCC.C(O)C.O1CCCC1>[NH2:18][CH:7]1[CH:8]2[C:9]3[CH:10]=[CH:11][CH:12]=[CH:13][C:14]=3[C:6]1([CH2:4][OH:3])[CH2:17][CH2:16][CH2:15]2 |f:1.2.3.4.5.6|. Procedure: A mixture of 1-ethoxycarbonyl-1,3-propano-2-indanone oxime (1.9 g.) and lithium aluminum hydride (1.6 g.) and 100 ml. of tetrahydrofuran is heated at its reflux temperature under dry nitrogen for 40 hours and allowed to stand for 3 days at room temperature. A few ml. of concentrated aqueous ammonia is added and after 15 minutes stirring the mixture is filtered. The filter cake is washed twice with isopropanol containing a little ammonia. The combined filtrates are concentrated to give 1.6 g. of ... Reactants: CC(C)CC1=CC=C(C=C1)C(=O)C (4-isobutylacetophenone), C(C1=CC=CC=C1)N1C=NC=C1C=O (3-benzyl-3H-imidazole-4-carbaldehyde), [OH-].[Na+] (sodium hydroxide). The solvent is CO (methanol). Product: C(C1=CC=CC=C1)N1C=NC=C1C=CC(=O)C1=CC=C(C=C1)CC(C)C (3-(3-Benzyl-3H-imidazol-4-yl)-1-(4-isobutylphenyl)-propen-1-one). Reaction SMILES: [CH3:1][CH:2]([CH2:4][C:5]1[CH:10]=[CH:9][C:8]([C:11]([CH3:13])=[O:12])=[CH:7][CH:6]=1)[CH3:3].[CH2:14]([N:21]1[C:25]([CH:26]=O)=[CH:24][N:23]=[CH:22]1)[C:15]1[CH:20]=[CH:19][CH:18]=[CH:17][CH:16]=1.[OH-].[Na+]>CO>[CH2:14]([N:21]1[C:25]([CH:26]=[CH:13][C:11]([C:8]2[CH:7]=[CH:6][C:5]([CH2:4][CH:2]([CH3:1])[CH3:3])=[CH:10][CH:9]=2)=[O:12])=[CH:24][N:23]=[CH:22]1)[C:15]1[CH:16]=[CH:17][CH:18]=[CH:19][CH:20]=1 |f:2.3|. Procedure details: A solution of 4-isobutylacetophenone (2.0 g), 3-benzyl-3H-imidazole-4-carbaldehyde (2.1 g) and 48% sodium hydroxide (0.65 ml) in methanol (20 ml) is heated at 55-60° C. for 6 hours. The reaction mixture is then cooled in an ice bath. The resulting precipitate is filtered, and rinsed with methanol. The yield is 2.5 g. The product is CC(C)n1nc(-c2ccc3nonc3c2)c2c(N)ncnc21. Reactants: O=C([O-])[O-], CCO, COCCOC, CC(C)n1nc(I)c2c(N)ncnc21, [Na+], [Na+], c1ccc(P(c2ccccc2)(c2ccccc2)[Pd](P(c2ccccc2)(c2ccccc2)c2ccccc2)(P(c2ccccc2)(c2ccccc2)c2ccccc2)P(c2ccccc2)(c2ccccc2)c2ccccc2)cc1, OB(O)c1ccc2nonc2c1. Reaction SMILES: [C:27](=[O:28])([O-:29])[O-:30].[CH3:33][CH2:34][OH:35].[CH3:36][O:37][CH2:38][CH2:39][O:40][CH3:41].[I:13][c:14]1[n:15][n:16]([CH:24]([CH3:25])[CH3:26])[c:17]2[n:18][cH:19][n:20][c:21]([NH2:23])[c:22]12.[Na+:31].[Na+:32].[cH:42]1[cH:43][cH:44][c:45]([P:46]([Pd:47]([P:48]([c:49]2[cH:50][cH:51][cH:52][cH:53][cH:54]2)([c:55]2[cH:56][cH:57][cH:58][cH:59][cH:60]2)[c:61]2[cH:62][cH:63][cH:64][cH:65][cH:66]2)([P:67]([c:68]2[cH:69][cH:70][cH:71][cH:72][cH:73]2)([c:74]2[cH:75][cH:76][cH:77][cH:78][cH:79]2)[c:80]2[cH:81][cH:82][cH:83][cH:84][cH:85]2)[P:86]([c:87]2[cH:88][cH:89][cH:90][cH:91][cH:92]2)([c:93]2[cH:94][cH:95][cH:96][cH:97][cH:98]2)[c:99]2[cH:100][cH:101][cH:102][cH:103][cH:104]2)([c:105]2[cH:106][cH:107][cH:108][cH:109][cH:110]2)[c:111]2[cH:112][cH:113][cH:114][cH:115][cH:116]2)[cH:117][cH:118]1.[n:1]1[o:2][n:3][c:4]2[c:5]1[cH:6][cH:7][c:8]([B:10]([OH:11])[OH:12])[cH:9]2>>[n:1]1[o:2][n:3][c:4]2[c:5]1[cH:6][cH:7][c:8](-[c:14]1[n:15][n:16]([CH:24]([CH3:25])[CH3:26])[c:17]3[n:18][cH:19][n:20][c:21]([NH2:23])[c:22]13)[cH:9]2. Reactants: CCCCOC(CCCc1ccc(OCc2ccccc2)cc1)C(F)(F)F, CCO. The product is CCCCOC(CCCc1ccc(O)cc1)C(F)(F)F. Reaction SMILES: [CH2:1]([CH2:2][CH2:3][CH3:4])[O:5][CH:6]([CH2:7][CH2:8][CH2:9][c:10]1[cH:11][cH:12][c:13]([O:16][CH2:17][c:18]2[cH:19][cH:20][cH:21][cH:22][cH:23]2)[cH:14][cH:15]1)[C:24]([F:25])([F:26])[F:27].[CH3:28][CH2:29][OH:30]>>[CH2:1]([CH2:2][CH2:3][CH3:4])[O:5][CH:6]([CH2:7][CH2:8][CH2:9][c:10]1[cH:11][cH:12][c:13]([OH:16])[cH:14][cH:15]1)[C:24]([F:25])([F:26])[F:27].